Dataset: the Open Reaction Database (ORD), a public repository of structured organic reaction records. Task: describe an organic reaction: reactants, conditions, products, and yield The reactants are C(C)C(C=CCN1C(C=2C(C1=O)=CC=CC2)=O)=CC(C)C (N-(4-ethyl-6-methyl-2,4-heptadiene-1-yl)phthalimide), O.NN (hydrazine monohydrate). Solvent: C(C)O (ethanol). The product is C(C)C(C=CCN)=CC(C)C (4-ethyl-6-methyl-2,4-heptadiene-1-ylamine). RXN SMILES: [CH2:1]([C:3](=[CH:18][CH:19]([CH3:21])[CH3:20])[CH:4]=[CH:5][CH2:6][N:7]1C(=O)C2=CC=CC=C2C1=O)[CH3:2].O.NN>C(O)C>[CH2:1]([C:3](=[CH:18][CH:19]([CH3:20])[CH3:21])[CH:4]=[CH:5][CH2:6][NH2:7])[CH3:2] |f:1.2|. Reported procedure: A mixture of N-(4-ethyl-6-methyl-2,4-heptadiene-1-yl)phthalimide (17.62 g), hydrazine monohydrate (9.9 g), and ethanol (700 ml) was refluxed for 90 minutes under nitrogen atmosphere. The reaction mixture was evaporated in vacuo. The residue was dissolved in 10% aqueous potassium carbonate solution and extracted with ethyl acetate. The organic extract was washed with brine, dried over anhydrous magnesium sulfate, and evaporated to give 4-ethyl-6-methyl-2,4-heptadiene-1-ylamine as an oil. Starting materials: ClC=1C=C(C(=C(C(=O)O)C1)I)C(=O)O (5-chloro-2-iodo-isophthalic acid), O=S(Cl)Cl (SOCl2), C1(=CC=CC=C1)CCCCCCCCCCCC (1-phenyldodecane), [Al+3].[Cl-].[Cl-].[Cl-] (AlCl3), ClC=1C=C(C(=C(C(=O)Cl)C1)I)C(=O)Cl (5-chloro-2-iodo-isophthaloyl dichloride). Run in ClCCl (dichloromethane). Reaction conditions: time 8 hour. The product is ClC1=C(C(=C(C=C1)C(C1=CC=CC=C1)=O)C(C1=CC=CC=C1)=O)I (chloro-iododibenzoylbenzene). As a reaction SMILES: Cl[C:2]1[CH:3]=[C:4]([C:12]([OH:14])=O)[C:5]([I:11])=[C:6]([CH:10]=1)C(O)=O.O=S(Cl)Cl.Cl[C:20]1[CH:21]=[C:22](C(Cl)=O)[C:23](I)=[C:24]([CH:28]=1)[C:25](Cl)=[O:26].[C:33]1(CCCCCCCCCCCC)[CH:38]=[CH:37][CH:36]=[CH:35][CH:34]=1.[Al+3].[Cl-:52].[Cl-].[Cl-]>ClCCl>[Cl:52][C:6]1[CH:10]=[CH:2][C:3]([C:25](=[O:26])[C:24]2[CH:28]=[CH:20][CH:21]=[CH:22][CH:23]=2)=[C:4]([C:12](=[O:14])[C:33]2[CH:38]=[CH:37][CH:36]=[CH:35][CH:34]=2)[C:5]=1[I:11] |f:4.5.6.7|. Reported procedure: The 5-chloro-2-iodo-isophthalic acid (product Example 1a, 3.8 g, 12 mmol) is added to SOCl2 (30 mL, excess) and the mixture is refluxed under nitrogen for 2 days. The excess SOCl2 is evaporated under reduced pressure, then the resultant oil containing the 5-chloro-2-iodo-isophthaloyl dichloride (4.2 g, 12 mmol) is dissolved in dichloromethane (50 mL). To this solution, 1-phenyldodecane (10 g, 47 mmol) and AlCl3 (4.7 g, 35 mmol) are added at 0° C. The mixture is stirred from 0° C. to room tempera... The reactants are CC(CO[Si](C(C)C)(C(C)C)C(C)C)Oc1cc(OCc2ccccc2)cc(C(=O)Nc2ccn(C(=O)OC(C)(C)C)n2)c1, C1CCOC1, CCO. Yields the product CC(CO[Si](C(C)C)(C(C)C)C(C)C)Oc1cc(O)cc(C(=O)Nc2ccn(C(=O)OC(C)(C)C)n2)c1. As a reaction SMILES: [CH2:1]([c:2]1[cH:3][cH:4][cH:5][cH:6][cH:7]1)[O:8][c:9]1[cH:10][c:11]([C:12](=[O:13])[NH:14][c:15]2[n:16][n:17]([C:20](=[O:21])[O:22][C:23]([CH3:24])([CH3:25])[CH3:26])[cH:18][cH:19]2)[cH:27][c:28]([O:30][CH:31]([CH2:32][O:33][Si:34]([CH:35]([CH3:36])[CH3:37])([CH:38]([CH3:39])[CH3:40])[CH:41]([CH3:42])[CH3:43])[CH3:44])[cH:29]1.[CH2:45]1[O:46][CH2:47][CH2:48][CH2:49]1.[CH3:50][CH2:51][OH:52]>>[OH:8][c:9]1[cH:10][c:11]([C:12](=[O:13])[NH:14][c:15]2[n:16][n:17]([C:20](=[O:21])[O:22][C:23]([CH3:24])([CH3:25])[CH3:26])[cH:18][cH:19]2)[cH:27][c:28]([O:30][CH:31]([CH2:32][O:33][Si:34]([CH:35]([CH3:36])[CH3:37])([CH:38]([CH3:39])[CH3:40])[CH:41]([CH3:42])[CH3:43])[CH3:44])[cH:29]1. Reactants: N1=CC=CC=C1 (Pyridine), COC(=O)C1=NC=CN=C1N (3-amino-pyrazine-2-carboxylic acid methyl ester), BrC=1C=CC(=C(C(=O)Cl)C1)F (5-bromo-2-fluorobenzoylchloride). Run in C(Cl)Cl (CH2Cl2). Reaction conditions: temperature 40 celsius. Yields the product COC(=O)C1=NC=CN=C1NC(C1=C(C=CC(=C1)Br)F)=O (3-(5-bromo-2-fluorobenzoylamino)pyrazine-2-carboxylic acid methyl ester). The yield is 74.9%. RXN SMILES: N1C=CC=CC=1.[CH3:7][O:8][C:9]([C:11]1[C:16]([NH2:17])=[N:15][CH:14]=[CH:13][N:12]=1)=[O:10].[Br:18][C:19]1[CH:20]=[CH:21][C:22]([F:28])=[C:23]([CH:27]=1)[C:24](Cl)=[O:25]>C(Cl)Cl>[CH3:7][O:8][C:9]([C:11]1[C:16]([NH:17][C:24](=[O:25])[C:23]2[CH:27]=[C:19]([Br:18])[CH:20]=[CH:21][C:22]=2[F:28])=[N:15][CH:14]=[CH:13][N:12]=1)=[O:10]. Procedure details: Pyridine (7.75 g, 98.0 mmol) was added at 0° C. under N2 to a solution of 3-amino-pyrazine-2-carboxylic acid methyl ester 101 (1.5 g, 9.80 mmol) and 5-bromo-2-fluorobenzoylchloride (9.45 g, 49.0 mmol) in CH2Cl2. The reaction mixture was warmed at 40° C. for 4 h, then cooled down at room temperature. The reaction mixture was quenched with 20 mL of ethanol, evaporated, partitioned between CH2Cl2 and 1N NaHCO3, dried (Na2SO4) and evaporated. The crude material was triturated in EtOH, filtered, wash... The reactants are BrC=1N=C2N(C3=C(NC4=C2C=CC=C4)N=CC=C3)C1C1=CC=C(C=C1)C1(CCC1)NC(OC(C)(C)C)=O (tert-butyl {1-[4-(2-bromo-9H-imidazo[1,2-d]pyrido[2,3-b][1,4]benzodiazepin-3-yl)phenyl]cyclobutyl}carbamate), CN(C)C=O (DMF). Reagents/catalysts: C=1C=CC(=CC1)[P](C=2C=CC=CC2)(C=3C=CC=CC3)[Pd]([P](C=4C=CC=CC4)(C=5C=CC=CC5)C=6C=CC=CC6)([P](C=7C=CC=CC7)(C=8C=CC=CC8)C=9C=CC=CC9)[P](C=1C=CC=CC1)(C=1C=CC=CC1)C=1C=CC=CC1 (Pd(PPh3)4), [C-]#N.[Zn+2].[C-]#N (zinc cyanide). Conditions: temperature 160 celsius. Product: NC1(CCC1)C1=CC=C(C=C1)C1=C(N=C2N1C1=C(NC3=C2C=CC=C3)N=CC=C1)C#N (3-[4-(1-aminocyclobutyl)phenyl]-9H-imidazo[1,2-d]pyrido[2,3-b][1,4]benzodiazepine-2-carbonitrile). The yield is 8.0%. As a reaction SMILES: Br[C:2]1[N:3]=[C:4]2[C:10]3[CH:11]=[CH:12][CH:13]=[CH:14][C:9]=3[NH:8][C:7]3[N:15]=[CH:16][CH:17]=[CH:18][C:6]=3[N:5]2[C:19]=1[C:20]1[CH:25]=[CH:24][C:23]([C:26]2([NH:30]C(=O)OC(C)(C)C)[CH2:29][CH2:28][CH2:27]2)=[CH:22][CH:21]=1.[CH3:38][N:39](C=O)C>C1C=CC([P]([Pd]([P](C2C=CC=CC=2)(C2C=CC=CC=2)C2C=CC=CC=2)([P](C2C=CC=CC=2)(C2C=CC=CC=2)C2C=CC=CC=2)[P](C2C=CC=CC=2)(C2C=CC=CC=2)C2C=CC=CC=2)(C2C=CC=CC=2)C2C=CC=CC=2)=CC=1.[C-]#N.[Zn+2].[C-]#N>[NH2:30][C:26]1([C:23]2[CH:22]=[CH:21][C:20]([C:19]3[N:5]4[C:6]5[CH:18]=[CH:17][CH:16]=[N:15][C:7]=5[NH:8][C:9]5[CH:14]=[CH:13][CH:12]=[CH:11][C:10]=5[C:4]4=[N:3][C:2]=3[C:38]#[N:39])=[CH:25][CH:24]=2)[CH2:29][CH2:28][CH2:27]1 |f:3.4.5,^1:46,48,67,86|. Procedure details: A mixture of tert-butyl {1-[4-(2-bromo-9H-imidazo[1,2-d]pyrido[2,3-b][1,4]benzodiazepin-3-yl)phenyl]cyclobutyl}carbamate (50 mg, 0.09 mmol), Pd(PPh3)4(20 mg, 0.02 mmol), and zinc cyanide (33 mg, 0.27 mmol) in DMF (0.9 mL) was heated at 160° C. for 2 hour. After cooling to room temperature, the mixture was purified by HPLC to give the titled compound as a white solid (4 mg, 8%). 1HNMR (CD3OD) 400 MHz δ: 8.45 (s, 1H), 8.18 (dd, J=4.9, 1.4 Hz, 1H), 7.92 (dd, J=7.4, 1.1 Hz, 1H), 7.61 (d, J=8.6 Hz, 2... As a reaction SMILES: C1(=O)CCCCCCCCCCCCCC1.[CH2:17]1[CH2:34][CH2:33][CH2:32][C:30](=[O:31])[CH2:29][CH2:28][CH2:27][CH2:26][CH2:25][CH2:24][CH2:23][CH:22]=[CH:21][CH2:20][CH2:19][CH2:18]1>>[CH:30]1([OH:31])[CH2:32][CH2:33][CH2:34][CH2:17][CH2:18][CH2:19][CH2:20][CH:21]=[CH:22][CH2:23][CH2:24][CH2:25][CH2:26][CH2:27][CH2:28][CH2:29]1. Starting materials: C1(CCCCCCCCCCCCCC1)=O (Cyclopentadecanone), C1CCC/C=C\CCCCCCCC(=O)CCC1 (civetone). Procedure: Cyclopentadecanone of Synthesis Example 3 was replaced by civetone, and the ketone group was reduced under the same conditions as in Synthesis Example 3, to give 9-cycloheptadecenol. The product is C1(CCCCCCCC=CCCCCCCC1)O (9-cycloheptadecenol). Starting materials: C1CCOC1, CC(C)Oc1ccc(C(=O)N2CCC3(CC2)Oc2ccccc2-c2c3cnn2C)cc1C=O. The product is CC(C)Oc1ccc(C(=O)N2CCC3(CC2)Oc2ccccc2-c2c3cnn2C)cc1CO. RXN SMILES: [CH2:34]1[O:35][CH2:36][CH2:37][CH2:38]1.[CH:1]([CH3:2])([CH3:3])[O:4][c:5]1[c:6]([CH:7]=[O:8])[cH:9][c:10]([C:13](=[O:14])[N:15]2[CH2:16][CH2:17][C:18]3([O:19][c:20]4[cH:21][cH:22][cH:23][cH:24][c:25]4-[c:26]4[n:27]([CH3:31])[n:28][cH:29][c:30]43)[CH2:32][CH2:33]2)[cH:11][cH:12]1>>[CH:1]([CH3:2])([CH3:3])[O:4][c:5]1[c:6]([CH2:7][OH:8])[cH:9][c:10]([C:13](=[O:14])[N:15]2[CH2:16][CH2:17][C:18]3([O:19][c:20]4[cH:21][cH:22][cH:23][cH:24][c:25]4-[c:26]4[n:27]([CH3:31])[n:28][cH:29][c:30]43)[CH2:32][CH2:33]2)[cH:11][cH:12]1. Reactants: OCC=1CS[C@H]2N(C1C(=O)OC(C1=CC=CC=C1)C1=CC=CC=C1)C(C2NC(COC2=CC=CC=C2)=O)=O (diphenylmethyl 3-hydroxymethyl-7-phenoxyacetamido-3-cephem-4-carboxylate), C(#N)C1=CC=C(C=C1)O (p-cyanophenol). Yields the product C(#N)C1=CC=C(OCC=2CS[C@H]3N(C2C(=O)OC(C2=CC=CC=C2)C2=CC=CC=C2)C(C3NC(COC3=CC=CC=C3)=O)=O)C=C1 (Diphenylmethyl 3-(4-cyanophenoxy)methyl-7-phenoxyacetamido-3-cephem-4-carboxylate). Reaction SMILES: [OH:1][CH2:2][C:3]1[CH2:4][S:5][C@@H:6]2[CH:26]([NH:27][C:28](=[O:37])[CH2:29][O:30][C:31]3[CH:36]=[CH:35][CH:34]=[CH:33][CH:32]=3)[C:25](=[O:38])[N:7]2[C:8]=1[C:9]([O:11][CH:12]([C:19]1[CH:24]=[CH:23][CH:22]=[CH:21][CH:20]=1)[C:13]1[CH:18]=[CH:17][CH:16]=[CH:15][CH:14]=1)=[O:10].[C:39]([C:41]1[CH:46]=[CH:45][C:44](O)=[CH:43][CH:42]=1)#[N:40]>>[C:39]([C:41]1[CH:46]=[CH:45][C:44]([O:1][CH2:2][C:3]2[CH2:4][S:5][C@@H:6]3[CH:26]([NH:27][C:28](=[O:37])[CH2:29][O:30][C:31]4[CH:36]=[CH:35][CH:34]=[CH:33][CH:32]=4)[C:25](=[O:38])[N:7]3[C:8]=2[C:9]([O:11][CH:12]([C:13]2[CH:14]=[CH:15][CH:16]=[CH:17][CH:18]=2)[C:19]2[CH:24]=[CH:23][CH:22]=[CH:21][CH:20]=2)=[O:10])=[CH:43][CH:42]=1)#[N:40]. Reported procedure: The procedure described in Example 1(a) was repeated, but using 2.00 g of diphenylmethyl 3-hydroxymethyl-7-phenoxyacetamido-3-cephem-4-carboxylate and p-cyanophenol, to afford 270 mg of the title compound as a powder. The reactants are C(CCCCCCCCCCC)O (dodecanol), C(C(O)C(O)C(=O)O)(=O)O (tartaric acid), C1(=CC=C(C=C1)S(=O)(=O)O)C (p-toluenesulfonic acid). Run in C1(=CC=CC=C1)C (toluene). Conditions: temperature 150 celsius. The product is C(C(O)C(O)C(=O)OCCCCCCCCCCCC)(=O)OCCCCCCCCCCCC (Di-dodecyl Tartarate). The yield is 776.0%. Reaction SMILES: [CH2:1]([OH:13])[CH2:2][CH2:3][CH2:4][CH2:5][CH2:6][CH2:7][CH2:8][CH2:9][CH2:10][CH2:11][CH3:12].[C:14]([OH:23])(=[O:22])[CH:15]([CH:17]([C:19]([OH:21])=O)[OH:18])[OH:16].[C:24]1([CH3:34])[CH:29]=[CH:28][C:27](S(O)(=O)=O)=[CH:26][CH:25]=1>C1(C)C=CC=CC=1>[C:14]([O:23][CH2:1][CH2:2][CH2:3][CH2:4][CH2:5][CH2:25][CH2:26][CH2:27][CH2:28][CH2:29][CH2:24][CH3:34])(=[O:22])[CH:15]([CH:17]([C:19]([O:13][CH2:1][CH2:2][CH2:3][CH2:4][CH2:5][CH2:6][CH2:7][CH2:8][CH2:9][CH2:10][CH2:11][CH3:12])=[O:21])[OH:18])[OH:16]. Procedure details: In a 2 l three-necked flask equipped with a condenser and a stirring device, 372.7 g (2 mol) of dodecanol, 150.1 g (1 mol) of tartaric acid, 500 ml of toluene and 17.2 g (0.1 mol) of p-toluenesulfonic acid were placed, heated to 150° C. and reacted for 12 hours as azeotropic dehydration was run under refluxing toluene. The reaction solution was cooled to room temperature, and the toluene was distilled away under reduced pressure. The thus obtained oily material was submitted to chromatographic s...